This data is from the Open Reaction Database (ORD), a public repository of structured organic reaction records. The task is: describe an organic reaction: reactants, conditions, products, and yield Starting materials: CCOC(=O)CCCBr, CN(C)C=O, [K+], [K+], O=C([O-])[O-], Oc1cccc2c1SCCC2. Yields the product CCOC(=O)CCCOc1cccc2c1SCCC2. RXN SMILES: [Br:18][CH2:19][CH2:20][CH2:21][C:22](=[O:23])[O:24][CH2:25][CH3:26].[CH3:27][N:28]([CH3:29])[CH:30]=[O:31].[K+:12].[K+:13].[O-:14][C:15]([O-:16])=[O:17].[S:1]1[CH2:2][CH2:3][CH2:4][c:5]2[cH:6][cH:7][cH:8][c:9]([OH:11])[c:10]21>>[S:1]1[CH2:2][CH2:3][CH2:4][c:5]2[cH:6][cH:7][cH:8][c:9]([O:11][CH2:19][CH2:20][CH2:21][C:22](=[O:23])[O:24][CH2:25][CH3:26])[c:10]21. Starting materials: CCOC(C)=O, CCOCCOc1cc(C)c(-c2cccc(CNc3ccc(C4CC4C(=O)OCC)c(F)c3)c2)c(C)c1, CCO, CCOC(C)=O, Cl, [Na+], C1CCOC1, [OH-], O, O=C(O)CC(O)(CC(=O)O)C(=O)O. The product is CCOCCOc1cc(C)c(-c2cccc(CNc3ccc(C4CC4C(=O)O)c(F)c3)c2)c(C)c1, Cl. Reaction SMILES: [C:53]([O:54][CH2:55][CH3:56])(=[O:57])[CH3:58].[CH2:1]([CH3:2])[O:3][CH2:4][CH2:5][O:6][c:7]1[cH:8][c:9]([CH3:37])[c:10](-[c:14]2[cH:15][c:16]([CH2:20][NH:21][c:22]3[cH:23][c:24]([F:36])[c:25]([CH:28]4[CH:29]([C:31](=[O:32])[O:33][CH2:34][CH3:35])[CH2:30]4)[cH:26][cH:27]3)[cH:17][cH:18][cH:19]2)[c:11]([CH3:13])[cH:12]1.[CH3:60][CH2:61][OH:62].[CH3:68][CH2:69][O:70][C:71](=[O:72])[CH3:73].[ClH:59].[Na+:39].[O:63]1[CH2:64][CH2:65][CH2:66][CH2:67]1.[OH-:38].[OH2:74].[OH:40][C:41]([CH2:42][C:43]([C:44](=[O:45])[OH:46])([CH2:47][C:48](=[O:49])[OH:50])[OH:51])=[O:52]>>[CH2:1]([CH3:2])[O:3][CH2:4][CH2:5][O:6][c:7]1[cH:8][c:9]([CH3:37])[c:10](-[c:14]2[cH:15][c:16]([CH2:20][NH:21][c:22]3[cH:23][c:24]([F:36])[c:25]([CH:28]4[CH:29]([C:31](=[O:32])[OH:33])[CH2:30]4)[cH:26][cH:27]3)[cH:17][cH:18][cH:19]2)[c:11]([CH3:13])[cH:12]1.[ClH:59]. The reactants are CCOC(=O)CBr, CC#N, Oc1ccccc1-c1ccccc1. Yields the product CCOC(=O)COc1ccccc1-c1ccccc1. Reaction SMILES: [Br:14][CH2:15][C:16](=[O:17])[O:18][CH2:19][CH3:20].[CH3:21][C:22]#[N:23].[c:1]1(-[c:7]2[c:8]([OH:13])[cH:9][cH:10][cH:11][cH:12]2)[cH:2][cH:3][cH:4][cH:5][cH:6]1>>[c:1]1(-[c:7]2[c:8]([O:13][CH2:15][C:16](=[O:17])[O:18][CH2:19][CH3:20])[cH:9][cH:10][cH:11][cH:12]2)[cH:2][cH:3][cH:4][cH:5][cH:6]1. Reactants: CCCS(=O)(=O)Cl, ClCCl, CC(C)N1CCN(C(=O)C2CCC(N)CC2)CC1. Product: CCCS(=O)(=O)NC1CCC(C(=O)N2CCN(C(C)C)CC2)CC1. Reaction SMILES: [CH2:19]([CH2:20][CH3:21])[S:22](=[O:23])(=[O:24])[Cl:25].[Cl:26][CH2:27][Cl:28].[NH2:1][CH:2]1[CH2:3][CH2:4][CH:5]([C:8](=[O:9])[N:10]2[CH2:11][CH2:12][N:13]([CH:16]([CH3:17])[CH3:18])[CH2:14][CH2:15]2)[CH2:6][CH2:7]1>>[NH:1]([CH:2]1[CH2:3][CH2:4][CH:5]([C:8](=[O:9])[N:10]2[CH2:11][CH2:12][N:13]([CH:16]([CH3:17])[CH3:18])[CH2:14][CH2:15]2)[CH2:6][CH2:7]1)[S:22]([CH2:19][CH2:20][CH3:21])(=[O:23])=[O:24].